From a dataset of the Open Reaction Database (ORD), a public repository of structured organic reaction records. describe an organic reaction: reactants, conditions, products, and yield The reactants are FC(C1=C(C=CC=C1)S)(F)F (2trifluoromethylbenzenethiol), [Hg](C#N)C#N (Hg(CN)2), C(C)(=O)O[C@H]1[C@H](SC[C@H]([C@@H]1OC(C)=O)OC(C)=O)Br (2,3,4-tri-O-acetyl-5-thio-α-D-xylopyranosyl bromide). Yields the product C(C)(=O)O[C@H]1[C@H](SC2=C(C=CC=C2)C(F)(F)F)SC[C@H]([C@@H]1OC(C)=O)OC(C)=O (2-trifluoromethylphenyl 2,3,4-tri-O-acetyl-1,5-dithio-β-D-xylopyranoside). Yield: 34.0%. As a reaction SMILES: [F:1][C:2]([F:11])([F:10])[C:3]1[CH:8]=[CH:7][CH:6]=[CH:5][C:4]=1[SH:9].[Hg](C#N)C#N.[C:17]([O:20][C@@H:21]1[C@@H:26]([O:27][C:28](=[O:30])[CH3:29])[C@H:25]([O:31][C:32](=[O:34])[CH3:33])[CH2:24][S:23][C@@H:22]1Br)(=[O:19])[CH3:18]>>[C:17]([O:20][C@@H:21]1[C@@H:26]([O:27][C:28](=[O:30])[CH3:29])[C@H:25]([O:31][C:32](=[O:34])[CH3:33])[CH2:24][S:23][C@H:22]1[S:9][C:4]1[CH:5]=[CH:6][CH:7]=[CH:8][C:3]=1[C:2]([F:1])([F:10])[F:11])(=[O:19])[CH3:18]. Procedure details: If the procedure described in Preparation I is followed starting from 1.8 g (10.10-3 mol) of 2trifluoromethylbenzenethiol, 2.55 g (10.10-3 mol) of mercuric cyanide (Hg(CN)2) and 3.95 g (11.10-3 mol) of 2,3,4-tri-O-acetyl-5-thio-α-D-xylopyranosyl bromide, 1.53 g (yield: 34%) of the expected product are obtained. The reactants are C1CCOC1, CC(C)O, Cc1cc(Cl)n2nc(-c3ccccc3Cl)c(-c3ccc(Cl)cc3)c2n1, [H-], [Na+]. Product: Cc1cc(OC(C)C)n2nc(-c3ccccc3Cl)c(-c3ccc(Cl)cc3)c2n1. As a reaction SMILES: [CH2:32]1[O:33][CH2:34][CH2:35][CH2:36]1.[CH:28]([CH3:29])([CH3:30])[OH:31].[Cl:1][c:2]1[cH:3][c:4]([CH3:25])[n:5][c:6]2[n:7]1[n:8][c:9](-[c:18]1[c:19]([Cl:24])[cH:20][cH:21][cH:22][cH:23]1)[c:10]2-[c:11]1[cH:12][cH:13][c:14]([Cl:17])[cH:15][cH:16]1.[H-:27].[Na+:26]>>[c:2]1([O:31][CH:28]([CH3:29])[CH3:30])[cH:3][c:4]([CH3:25])[n:5][c:6]2[n:7]1[n:8][c:9](-[c:18]1[c:19]([Cl:24])[cH:20][cH:21][cH:22][cH:23]1)[c:10]2-[c:11]1[cH:12][cH:13][c:14]([Cl:17])[cH:15][cH:16]1. Starting materials: COc1ccccc1N1CCN(CCCO)CC1, CC(C)=O, O=C(Cl)C1c2ccccc2Oc2ccccc21. The product is COc1ccccc1N1CCN(CCCOC(=O)C2c3ccccc3Oc3ccccc32)CC1, Cl. As a reaction SMILES: [CH3:1][O:2][c:3]1[c:4]([N:9]2[CH2:10][CH2:11][N:12]([CH2:15][CH2:16][CH2:17][OH:18])[CH2:13][CH2:14]2)[cH:5][cH:6][cH:7][cH:8]1.[CH3:36][C:37](=[O:38])[CH3:39].[cH:19]1[cH:20][cH:21][cH:22][c:23]2[c:32]1[CH:31]([C:33](=[O:34])[Cl:35])[c:30]1[c:25]([cH:26][cH:27][cH:28][cH:29]1)[O:24]2>>[CH3:1][O:2][c:3]1[c:4]([N:9]2[CH2:10][CH2:11][N:12]([CH2:15][CH2:16][CH2:17][O:18][C:33]([CH:31]3[c:30]4[c:25]([cH:26][cH:27][cH:28][cH:29]4)[O:24][c:23]4[cH:22][cH:21][cH:20][cH:19][c:32]43)=[O:34])[CH2:13][CH2:14]2)[cH:5][cH:6][cH:7][cH:8]1.[ClH:35]. The reactants are C(=O)(C(F)(F)F)O (TFA), BrC1=CC=C(C=C1)NC(=O)C1=CC2=C(N(C(=N2)NC=2C=C(CNC(OC(C)(C)C)=O)C=CC2Cl)C)C=C1 (tert-butyl 3-[5-(4-bromophenylcarbamoyl)-1-methyl-2-benzimidazolylamino]-4-chlorobenzylcarbamate), C(=O)(C(F)(F)F)O (TFA). Run in C(Cl)Cl (DCM), C(Cl)Cl (DCM). Run at time 16 hour. The product is NCC=1C=CC(=C(C1)NC1=NC2=C(N1C)C=CC(=C2)C(=O)NC2=CC=C(C=C2)Br)Cl (2-[5-(Aminomethyl)-2-chlorophenylamino]-N-(4-bromophenyl)-1-methylbenzimidazole-5-carboxamide). Reaction SMILES: C(O)(C(F)(F)F)=O.[Br:8][C:9]1[CH:14]=[CH:13][C:12]([NH:15][C:16]([C:18]2[CH:44]=[CH:43][C:21]3[N:22]([CH3:42])[C:23]([NH:25][C:26]4[CH:27]=[C:28]([CH:38]=[CH:39][C:40]=4[Cl:41])[CH2:29][NH:30]C(=O)OC(C)(C)C)=[N:24][C:20]=3[CH:19]=2)=[O:17])=[CH:11][CH:10]=1>C(Cl)Cl>[NH2:30][CH2:29][C:28]1[CH:38]=[CH:39][C:40]([Cl:41])=[C:26]([NH:25][C:23]2[N:22]([CH3:42])[C:21]3[CH:43]=[CH:44][C:18]([C:16]([NH:15][C:12]4[CH:11]=[CH:10][C:9]([Br:8])=[CH:14][CH:13]=4)=[O:17])=[CH:19][C:20]=3[N:24]=2)[CH:27]=1. Procedure details: TFA (1.5 mL) was added to tert-butyl 3-[5-(4-bromophenylcarbamoyl)-1-methyl-2-benzimidazolylamino]-4-chlorobenzylcarbamate (960 mg. 1.7 mmol prepared in analogy to the experimental procedures described above) in DCM (20 mL) at rt. After 16 h at rt TFA (2 mL) was added and the mixture was stirred at rt for 16 h, diluted with DCM and washed with NaHCO3 (aq, sat) and brine, dried and concentrated to give the sub-title compound which was used in the next step without further purification. Yield: 706... Starting materials: COC=1C=CC(=CC1)P2(=S)SP(=S)(S2)C=3C=CC(=CC3)OC (Lawesson's reagent), C(#N)CCNC(=O)C1=CC(OC2=C1C=C(C=C2)C(C(F)(F)F)(F)F)(C)C (N-(2-cyanoethyl)-6-pentafluoroethyl-2,2-dimethyl-2H-1-benzopyran-4-carbamide). The solvent is C1=CC=CC=C1 (benzene). The product is C(#N)CCNC(=S)C1=CC(OC2=C1C=C(C=C2)C(C(F)(F)F)(F)F)(C)C (N-(2-cyanoethyl)-6-pentafluoroethyl-2,2-dimethyl-2H-1-benzopyran-4-carbothioamide). Yield: 82.2%. Reaction SMILES: COC1C=CC(P2(SP(C3C=CC(OC)=CC=3)(=S)S2)=[S:10])=CC=1.[C:23]([CH2:25][CH2:26][NH:27][C:28]([C:30]1[C:35]2[CH:36]=[C:37]([C:40]([F:46])([F:45])[C:41]([F:44])([F:43])[F:42])[CH:38]=[CH:39][C:34]=2[O:33][C:32]([CH3:48])([CH3:47])[CH:31]=1)=O)#[N:24]>C1C=CC=CC=1>[C:23]([CH2:25][CH2:26][NH:27][C:28]([C:30]1[C:35]2[CH:36]=[C:37]([C:40]([F:46])([F:45])[C:41]([F:44])([F:43])[F:42])[CH:38]=[CH:39][C:34]=2[O:33][C:32]([CH3:48])([CH3:47])[CH:31]=1)=[S:10])#[N:24]. Reported procedure: 227 mg of Lawesson's reagent was added to a mixture of 210 mg of N-(2-cyanoethyl)-6-pentafluoroethyl-2,2-dimethyl-2H-1-benzopyran-4-carbamide obtained according to Example 1 and 20 ml of benzene, and the resulting mixture was heated while refluxing for 1 hour. After concentrating the mixture under reduced pressure, the resulting residue was purified by silica gel column chromatography (a developing solution: methylene chloride) to obtain 180 mg of N-(2-cyanoethyl)-6-pentafluoroethyl-2,2-dimethyl... Starting materials: COC=1C=C2C(CNC3(CCN(CC3)C)C2=CC1OC)=O (6,7-dimethoxy-1'-methylspiro[1,2,3,4-tetrahydroisoquinoline-1,4'-piperidin]-4-one), CN(C1=CC=CC2=CC=CC(=C12)N(C)C)C (N,N,N',N'-tetramethyl-1,8-napthalenediamine), ClC(=O)OC(C)Cl (1-chloroethyl chloroformate). The solvent is ClC(C)Cl (dichloroethane). The product is Cl.Cl.COC=1C=C2C(CNC3(CCNCC3)C2=CC1OC)=O (6,7-Dimethoxy-spiro[1,2,3,4-tetrahydroisoquinoline-1,4'-piperidine]-4-one Dihydrochloride). RXN SMILES: [CH3:1][O:2][C:3]1[CH:4]=[C:5]2[C:16](=[CH:17][C:18]=1[O:19][CH3:20])[C:9]1([CH2:14][CH2:13][N:12](C)[CH2:11][CH2:10]1)[NH:8][CH2:7][C:6]2=[O:21].CN(C)C1C2C(=CC=CC=2N(C)C)C=CC=1.[Cl:38]C(OC(Cl)C)=O>ClC(Cl)C>[ClH:38].[ClH:38].[CH3:1][O:2][C:3]1[CH:4]=[C:5]2[C:16](=[CH:17][C:18]=1[O:19][CH3:20])[C:9]1([CH2:14][CH2:13][NH:12][CH2:11][CH2:10]1)[NH:8][CH2:7][C:6]2=[O:21] |f:4.5.6|. Procedure details: To a solution of 6,7-dimethoxy-1'-methylspiro[1,2,3,4-tetrahydroisoquinoline-1,4'-piperidin]-4-one (Helv. Chem. Acta., 58, Fasc. 1, Nr. 8 (1975)) (1.0 g) and N,N,N',N'-tetramethyl-1,8-napthalenediamine (1.9 g) in dichloroethane at 0° C. under nitrogen was added 1-chloroethyl chloroformate (9.5 ml) and the mixture stirred at reflux for 1 hr. The reaction was cooled, passed thru silica and the product eluted with 10% ethyl acetate in methylene chloride. After evaporation, methanol was added and th...